This data is from the Open Reaction Database (ORD), a public repository of structured organic reaction records. The task is: describe an organic reaction: reactants, conditions, products, and yield Reaction SMILES: [CH2:1]1[C:9]2[C:5](=[CH:6][C:7]([P:20]([O:26]C(C)C)(=[O:25])[O:21]C(C)C)([P:10]([O:16]C(C)C)(=[O:15])[O:11]C(C)C)[CH:8]=2)[CH:4]=[CH:3][NH:2]1.ClCC1C=NC=CC=1CCl>>[CH2:1]1[C:9]2[C:5](=[CH:6][C:7]([P:10]([OH:15])(=[O:11])[OH:16])([P:20]([OH:26])(=[O:21])[OH:25])[CH:8]=2)[CH:4]=[CH:3][NH:2]1. Reported procedure: Using essentially the same procedure as in Example 1(a), tetraisopropyl methylene diphosphonate is converted to tetraisopropyl dihydro-2-pyrindine-6,6-diphosphonate by reaction with 3,4-bis(chloromethyl)pyridine. The resulting ester is hydrolyzed as in Example 1(a) to yield dihydro-2-pyrindine-6,6-diphosphonic acid. The dihydro-2-pyrindine-6,6-diphosphonic acid is then converted to the octahydro-2-pyrindine-6,6-diphosphonic acid by a hydrogenation procedure which is essentially the same as in Ex... The product is C1NC=CC2=CC(C=C12)(P(O)(=O)O)P(O)(=O)O (dihydro-2-pyrindine-6,6-diphosphonic acid). Starting materials: tetraisopropyl methylene diphosphonate, ester, C1NC=CC2=CC(C=C12)(P(OC(C)C)(=O)OC(C)C)P(OC(C)C)(=O)OC(C)C (tetraisopropyl dihydro-2-pyrindine-6,6-diphosphonate), ClCC=1C=NC=CC1CCl (3,4-bis(chloromethyl)pyridine). Starting materials: C(=O)(C(F)(F)F)O (TFA), FC(C(=O)O)(F)F.ClC1=CC=C(OC2=CC=C(C=C2)NC2CCN(CC2)CCC2=CC=C(C(=O)OC)C=C2)C=C1 (methyl 4-[2-[4-[[4-(4-chlorophenoxy)phenyl]amino]-1-piperidinyl]ethyl]benzoate trifluoroacetic acid salt), [OH-].[Li+] (lithium hydroxide). The solvent is C1CCOC1 (THF), CO (methanol), O (water). Run at time 17 hour. Product: ClC1=CC=C(OC2=CC=C(C=C2)NC2CCN(CC2)CCC2=CC=C(C(=O)O)C=C2)C=C1 (4-[2-[4-[[4-(4-chlorophenoxy)phenyl]amino]-1-piperidinyl]ethyl]benzoic acid). Yield: 81.3%. RXN SMILES: FC(F)(F)C(O)=O.[Cl:8][C:9]1[CH:40]=[CH:39][C:12]([O:13][C:14]2[CH:19]=[CH:18][C:17]([NH:20][CH:21]3[CH2:26][CH2:25][N:24]([CH2:27][CH2:28][C:29]4[CH:38]=[CH:37][C:32]([C:33]([O:35]C)=[O:34])=[CH:31][CH:30]=4)[CH2:23][CH2:22]3)=[CH:16][CH:15]=2)=[CH:11][CH:10]=1.[OH-].[Li+].C(O)(C(F)(F)F)=O>C1COCC1.CO.O>[Cl:8][C:9]1[CH:40]=[CH:39][C:12]([O:13][C:14]2[CH:15]=[CH:16][C:17]([NH:20][CH:21]3[CH2:26][CH2:25][N:24]([CH2:27][CH2:28][C:29]4[CH:30]=[CH:31][C:32]([C:33]([OH:35])=[O:34])=[CH:37][CH:38]=4)[CH2:23][CH2:22]3)=[CH:18][CH:19]=2)=[CH:11][CH:10]=1 |f:0.1,2.3|. Procedure: A solution of methyl 4-[2-[4-[[4-(4-chlorophenoxy)phenyl]amino]-1-piperidinyl]ethyl]benzoate trifluoroacetic acid salt (0.13 g, 0.18 mmol) in THF (4 mL) and methanol was stirred as an aqueous solution of lithium hydroxide (84 mg, 2 mmol) in 4 mL of water was added. The reaction was stirred for 17 hours and acidified with TFA. Purification by reverse phase preparative HPLC using a gradient of acetonitrile in water (plus 0.1% TFA) gave 66 mg of 4-[2-[4-[[4-(4-chlorophenoxy)phenyl]amino]-1-piperidi... Starting materials: FC1=CC=C(N)C=C1 (4-fluoroaniline), C(C)OC=C(C(=O)OCC)C(C1=C(C(=C(C(=C1)F)F)F)F)=O (ethyl 3-ethoxy-2-(2,3,4,5-tetra-fluorobenzoyl)-acrylate), ice water. Solvent: C(C)O (ethanol). Yields the product FC=1C=C2C(C(=CN(C2=C(C1F)F)C1=CC=C(C=C1)F)C(=O)O)=O (6,7,8-Trifluoro-1,4-dihydro-4-oxo-1-(4-fluorophenyl)-quinoline-3-carboxylic acid). The yield is 97.9%. Reaction SMILES: [F:1][C:2]1[CH:8]=[CH:7][C:5]([NH2:6])=[CH:4][CH:3]=1.C(O[CH:12]=[C:13]([C:19](=[O:30])[C:20]1[CH:25]=[C:24]([F:26])[C:23]([F:27])=[C:22]([F:28])[C:21]=1F)[C:14]([O:16]CC)=[O:15])C>C(O)C>[F:26][C:24]1[CH:25]=[C:20]2[C:21](=[C:22]([F:28])[C:23]=1[F:27])[N:6]([C:5]1[CH:7]=[CH:8][C:2]([F:1])=[CH:3][CH:4]=1)[CH:12]=[C:13]([C:14]([OH:16])=[O:15])[C:19]2=[O:30]. Procedure: 5.7 g of 4-fluoroaniline are added dropwise to a solution of 16 g of ethyl 3-ethoxy-2-(2,3,4,5-tetra-fluorobenzoyl)-acrylate (5) (X1 --X4 =F) (Appln. Ser. No, 756,469, filed July 18, 1985, now Pat. No. 4,952,695) in 50 ml of ethanol, while cooling with ice and stirring. The mixture is stirred at room temperature for 1 hour, 50 ml of ice-water are added and the precipitate is filtered off cold with suction, rinsed with water and dried at 50° C. over calcium chloride in vacuo. 16.5 g of (6) (R=4-f... Reactants: C#Cc1cc(CC(NC(=O)N2CCC(N3CCc4ccccc4NC3=O)CC2)C(=O)N2CCC(N3CCN(C)CC3)CC2)cc(Cl)c1N, c1ccc(P(CCCP(c2ccccc2)c2ccccc2)c2ccccc2)cc1. Product: CCc1cc(CC(NC(=O)N2CCC(N3CCc4ccccc4NC3=O)CC2)C(=O)N2CCC(N3CCN(C)CC3)CC2)cc(Cl)c1N. RXN SMILES: [NH2:1][c:2]1[c:3]([Cl:48])[cH:4][c:5]([CH2:6][CH:7]([C:8](=[O:9])[N:10]2[CH2:11][CH2:12][CH:13]([N:16]3[CH2:17][CH2:18][N:19]([CH3:22])[CH2:20][CH2:21]3)[CH2:14][CH2:15]2)[NH:23][C:24](=[O:25])[N:26]2[CH2:27][CH2:28][CH:29]([N:32]3[C:33](=[O:43])[NH:34][c:35]4[c:36]([cH:39][cH:40][cH:41][cH:42]4)[CH2:37][CH2:38]3)[CH2:30][CH2:31]2)[cH:44][c:45]1[C:46]#[CH:47].[c:49]1([P:50]([c:51]2[cH:52][cH:53][cH:54][cH:55][cH:56]2)[CH2:57][CH2:58][CH2:59][P:60]([c:61]2[cH:62][cH:63][cH:64][cH:65][cH:66]2)[c:67]2[cH:68][cH:69][cH:70][cH:71][cH:72]2)[cH:73][cH:74][cH:75][cH:76][cH:77]1>>[NH2:1][c:2]1[c:3]([Cl:48])[cH:4][c:5]([CH2:6][CH:7]([C:8](=[O:9])[N:10]2[CH2:11][CH2:12][CH:13]([N:16]3[CH2:17][CH2:18][N:19]([CH3:22])[CH2:20][CH2:21]3)[CH2:14][CH2:15]2)[NH:23][C:24](=[O:25])[N:26]2[CH2:27][CH2:28][CH:29]([N:32]3[C:33](=[O:43])[NH:34][c:35]4[c:36]([cH:39][cH:40][cH:41][cH:42]4)[CH2:37][CH2:38]3)[CH2:30][CH2:31]2)[cH:44][c:45]1[CH2:46][CH3:47].